From a dataset of the Open Reaction Database (ORD), a public repository of structured organic reaction records. describe an organic reaction: reactants, conditions, products, and yield Reactants: ClS(=O)(=O)N=C=O (chlorosulfonyl isocyanate), O=C1NC[C@@H]1NC(OCC1=CC=CC=C1)=O ((S)-(2-oxo-3-azetidinyl)carbamic acid, phenylmethyl ester), C[Si](OC=1C=C(C=CC1O[Si](C)(C)C)N1C(N(CC1)[Si](C)(C)C)=O)(C)C (1-[3,4-bis[(trimethylsilyl)oxy]phenyl]-3-(trimethylsilyl)-2-imidazolidinone). Solvent: C(C)(=O)OCC (ethyl acetate), C(C)(=O)OCC (ethyl acetate). Run at time 1 hour. Yields the product OC=1C=C(C=CC1O)N1C(N(CC1)S(=O)(=O)NC(=O)N1C([C@H](C1)NC(OCC1=CC=CC=C1)=O)=O)=O ((S)-[1-[[[[3-(3,4-Dihydroxyphenyl)-2-oxo-1-imidazolidinyl]sulfonyl]amino]carbonyl]-2-oxo-3-azetidinyl]carbamic acid, phenylmethyl ester). RXN SMILES: [O:1]=[C:2]1[C@@H:5]([NH:6][C:7](=[O:16])[O:8][CH2:9][C:10]2[CH:15]=[CH:14][CH:13]=[CH:12][CH:11]=2)[CH2:4][NH:3]1.Cl[S:18]([N:21]=[C:22]=[O:23])(=[O:20])=[O:19].C[Si](C)(C)[O:26][C:27]1[CH:28]=[C:29]([N:38]2[CH2:42][CH2:41][N:40]([Si](C)(C)C)[C:39]2=[O:47])[CH:30]=[CH:31][C:32]=1[O:33][Si](C)(C)C>C(OCC)(=O)C>[OH:26][C:27]1[CH:28]=[C:29]([N:38]2[CH2:42][CH2:41][N:40]([S:18]([NH:21][C:22]([N:3]3[CH2:4][C@H:5]([NH:6][C:7](=[O:16])[O:8][CH2:9][C:10]4[CH:11]=[CH:12][CH:13]=[CH:14][CH:15]=4)[C:2]3=[O:1])=[O:23])(=[O:20])=[O:19])[C:39]2=[O:47])[CH:30]=[CH:31][C:32]=1[OH:33]. Procedure: To a suspension of 3.9 g (17.8 mmol) of (S)-(2-oxo-3-azetidinyl)carbamic acid, phenylmethyl ester in 30 ml of ethyl acetate was added 2.5 g (17.8 mmol) of chlorosulfonyl isocyanate. The reaction mixture was stirred for one hour at room temperature and a solution of 7.14 g (17.8 mmol) of 1-[3,4-bis[(trimethylsilyl)oxy]phenyl]-3-(trimethylsilyl)-2-imidazolidinone in 30 ml of ethyl acetate was added dropwise. After stirring overnight at room temperature, the mixture was washed with brine, dried ove... The reactants are S1C2=C(C=C1C=O)C=CC=C2 (benzo[b]thiophene-2-carbaldehyde), C(C)(C)(C)OC(=O)N1[C@@H](CCC1)CN ((S)-2-aminomethyl-pyrrolidine-1-carboxylic acid tert-butyl ester), C(C)(=O)O[BH-](OC(C)=O)OC(C)=O.[Na+] (sodium triacetoxyborohydride). Solvent: ClCCl (dichloromethane). Product: C(C)(C)(C)OC(=O)N1[C@@H](CCC1)CNCC1=CC2=C(S1)C=CC=C2 ((S)-2-{[(Benzo[b]thiophen-2-ylmethyl)-amino]-methyl}-pyrrolidine-1-carboxylic acid tert-butyl ester). Isolated yield 47.2%. RXN SMILES: [S:1]1[C:5]([CH:6]=O)=[CH:4][C:3]2[CH:8]=[CH:9][CH:10]=[CH:11][C:2]1=2.[C:12]([O:16][C:17]([N:19]1[CH2:23][CH2:22][CH2:21][C@H:20]1[CH2:24][NH2:25])=[O:18])([CH3:15])([CH3:14])[CH3:13].C(O[BH-](OC(=O)C)OC(=O)C)(=O)C.[Na+]>ClCCl>[C:12]([O:16][C:17]([N:19]1[CH2:23][CH2:22][CH2:21][C@H:20]1[CH2:24][NH:25][CH2:6][C:5]1[S:1][C:2]2[CH:11]=[CH:10][CH:9]=[CH:8][C:3]=2[CH:4]=1)=[O:18])([CH3:15])([CH3:14])[CH3:13] |f:2.3|. Reported procedure: Experimental conditions were analogous to Example 1, from 0.28 g (1.78 mmol) of benzo[b]thiophene-2-carbaldehyde, 0.35 g (1.78 mmol) of (S)-2-aminomethyl-pyrrolidine-1-carboxylic acid tert-butyl ester, 10 mL dichloromethane, and 565 mg (2.64 mmol) of sodium triacetoxyborohydride. The reaction was quenched with aqueous sodium bicarbonate. The residue from the organic layer was purified using flash chromatography (ethyl acetate in hexane). The reaction gave 291 mg of the free base as a colorless o... The reactants are CO (methanol), [OH-].[K+] (potassium hydroxide), C(C)OC(=O)C=1NC2=CC(=C(C=C2C(C1)=O)C(CCC)=O)C (6-butyryl-7-methyl-4-oxo-1,4-dihydroquinoline-2-carboxylic acid ethyl ester). The solvent is O (water). Conditions: time 5 hour. Product: C(CCC)(=O)C=1C=C2C(C=C(NC2=CC1C)C(=O)O)=O (6-butyryl-7-methyl-4-oxo-1,4-dihydroquinoline-2-carboxylic acid). As a reaction SMILES: C([O:3][C:4]([C:6]1[NH:7][C:8]2[C:13]([C:14](=[O:16])[CH:15]=1)=[CH:12][C:11]([C:17](=[O:21])[CH2:18][CH2:19][CH3:20])=[C:10]([CH3:22])[CH:9]=2)=[O:5])C.CO.[OH-].[K+]>O>[C:17]([C:11]1[CH:12]=[C:13]2[C:8](=[CH:9][C:10]=1[CH3:22])[NH:7][C:6]([C:4]([OH:5])=[O:3])=[CH:15][C:14]2=[O:16])(=[O:21])[CH2:18][CH2:19][CH3:20] |f:2.3|. Reported procedure: 2 g of 6-butyryl-7-methyl-4-oxo-1,4-dihydroquinoline-2-carboxylic acid ethyl ester are heated under reflux for 4 hours together with 20 ml of methanol, 1.2 g of potassium hydroxide and 0.5 ml of water. The reaction mixture is concentrated to dryness by evaporation and taken up in water. The solution is acidified to pH 1 with 2N hydrochloric acid and filtered with suction. The product obtained by filtering with suction is thoroughly washed with water, resuspended in water, thoroughly triturated a... Starting materials: O=C(CC(C(=O)NC(CO)Cc1ccccc1)n1ccc(-c2ccc(-c3ccccc3)cc2)c1)OCc1ccccc1, CCOC(C)=O. The product is O=C(O)CC(C(=O)NC(CO)Cc1ccccc1)n1ccc(-c2ccc(-c3ccccc3)cc2)c1. RXN SMILES: [CH2:1]([c:2]1[cH:3][cH:4][cH:5][cH:6][cH:7]1)[O:8][C:9]([CH2:10][CH:11]([C:12](=[O:13])[NH:14][CH:15]([CH2:16][OH:17])[CH2:18][c:19]1[cH:20][cH:21][cH:22][cH:23][cH:24]1)[n:25]1[cH:26][c:27](-[c:30]2[cH:31][cH:32][c:33](-[c:36]3[cH:37][cH:38][cH:39][cH:40][cH:41]3)[cH:34][cH:35]2)[cH:28][cH:29]1)=[O:42].[CH3:43][CH2:44][O:45][C:46]([CH3:47])=[O:48]>>[O:8]=[C:9]([CH2:10][CH:11]([C:12](=[O:13])[NH:14][CH:15]([CH2:16][OH:17])[CH2:18][c:19]1[cH:20][cH:21][cH:22][cH:23][cH:24]1)[n:25]1[cH:26][c:27](-[c:30]2[cH:31][cH:32][c:33](-[c:36]3[cH:37][cH:38][cH:39][cH:40][cH:41]3)[cH:34][cH:35]2)[cH:28][cH:29]1)[OH:42]. Starting materials: C[N+](C)(C)CC(CC(=O)N)O (carnitinamide), P(=O)([O-])([O-])[O-] (phosphate), O=[Si]=O (quartz sand). Product: O[C@@H](C[N+](C)(C)C)CC([O-])=O (L-carnitine). RXN SMILES: [CH3:1][N+:2]([CH2:5][CH:6]([OH:11])[CH2:7][C:8](N)=[O:9])([CH3:4])[CH3:3].P([O-])([O-])([O-])=[O:13].O=[Si]=O>>[OH:11][C@H:6]([CH2:7][C:8](=[O:13])[O-:9])[CH2:5][N+:2]([CH3:4])([CH3:3])[CH3:1]. Procedure details: Cells were collected by centrifugation from 300 ml of the culture broth obtained by cultivating the strain CA28-50A in the same medium as used in Example 9 containing 0.5% DL-carnitinamide and ground in a 50 mM phosphate buffer solution (pH 7.0) together with quartz sand followed by centrifugation to obtain 30 ml of a cell-free extract. Living cells and a cell-free extract were each added to a reaction solution containing 0.2% DL-carnitinamide in the same concentration as that in the growth cult... Starting materials: ClCl (Chlorine), NC1=NC(=NC(=N1)SC)C(F)(F)F (2-amino-4-methylthio-6-trifluoromethyl-1,3,5-triazine), ice, [OH-].[Na+] (sodium hydroxide). Run in C(C)(=O)O (acetic acid). Reaction conditions: temperature 20 celsius, time 30 minute. Product: NC1=NC(=NC(=N1)Cl)C(F)(F)F (2-amino-4-chloro-6-trifluoromethyl-1,3,5-triazine). The yield is 60.0%. Reaction SMILES: [Cl:1]Cl.[NH2:3][C:4]1[N:9]=[C:8](SC)[N:7]=[C:6]([C:12]([F:15])([F:14])[F:13])[N:5]=1.[OH-].[Na+]>C(O)(=O)C>[NH2:3][C:4]1[N:9]=[C:8]([Cl:1])[N:7]=[C:6]([C:12]([F:15])([F:14])[F:13])[N:5]=1 |f:2.3|. Procedure: Chlorine gas was passed into a solution of 21 g of 2-amino-4-methylthio-6-trifluoromethyl-1,3,5-triazine in 0.2 l glacial acetic acid at 20 to 25° C. (15 min). The reaction mixture was stirred for 30 min at approx. 20° C., sprayed for 1 hour with nitrogen gas at room temperature, poured into 1 l of ice-cold aqueous solution of 70 g of sodium hydroxide and stirred for 5 min. After extraction with ethyl acetate, the organic phase was washed with water and dried over magnesium sulfate, and the solv...